This data is from the Open Reaction Database (ORD), a public repository of structured organic reaction records. The task is: describe an organic reaction: reactants, conditions, products, and yield The product is Fc1cc2ccc(CCc3ccc(OCc4ccccc4)cc3)nc2cc1F. As a reaction SMILES: [CH2:22]([c:23]1[cH:24][cH:25][cH:26][cH:27][cH:28]1)[O:29][c:30]1[cH:31][cH:32][c:33]([CH2:36][Cl:37])[cH:34][cH:35]1.[CH2:38]1[O:39][CH2:40][CH2:41][CH2:42]1.[CH:14]([N-:15][CH:16]([CH3:17])[CH3:18])([CH3:19])[CH3:20].[F:1][c:2]1[cH:3][c:4]2[cH:5][cH:6][c:7]([CH3:13])[n:8][c:9]2[cH:10][c:11]1[F:12].[Li+:21]>>[F:1][c:2]1[cH:3][c:4]2[cH:5][cH:6][c:7]([CH2:13][CH2:36][c:33]3[cH:32][cH:31][c:30]([O:29][CH2:22][c:23]4[cH:24][cH:25][cH:26][cH:27][cH:28]4)[cH:35][cH:34]3)[n:8][c:9]2[cH:10][c:11]1[F:12]. Starting materials: ClCc1ccc(OCc2ccccc2)cc1, C1CCOC1, CC(C)[N-]C(C)C, Cc1ccc2cc(F)c(F)cc2n1, [Li+]. Reactants: CC(C)(C)OC(=O)N1CCNCC1, CC(=O)O, CCOC(C)=O, CN1CCCC1=O, O=Cc1ccc(-c2cc3nccc(Oc4ccc(NC(=O)NC5CC5)cc4F)c3s2)nc1. Product: CC(C)(C)OC(=O)N1CCN(Cc2ccc(-c3cc4nccc(Oc5ccc(NC(=O)NC6CC6)cc5F)c4s3)nc2)CC1. Reaction SMILES: [C:33](=[O:34])([O:35][C:36]([CH3:37])([CH3:38])[CH3:39])[N:40]1[CH2:41][CH2:42][NH:43][CH2:44][CH2:45]1.[CH3:46][C:47](=[O:48])[OH:49].[CH3:50][CH2:51][O:52][C:53]([CH3:54])=[O:55].[CH3:56][N:57]1[CH2:58][CH2:59][CH2:60][C:61]1=[O:62].[CH:1]1([NH:4][C:5](=[O:6])[NH:7][c:8]2[cH:9][c:10]([F:32])[c:11]([O:14][c:15]3[c:16]4[c:17]([n:18][cH:19][cH:20]3)[cH:21][c:22](-[c:24]3[n:25][cH:26][c:27]([CH:30]=[O:31])[cH:28][cH:29]3)[s:23]4)[cH:12][cH:13]2)[CH2:2][CH2:3]1>>[CH:1]1([NH:4][C:5](=[O:6])[NH:7][c:8]2[cH:9][c:10]([F:32])[c:11]([O:14][c:15]3[c:16]4[c:17]([n:18][cH:19][cH:20]3)[cH:21][c:22](-[c:24]3[n:25][cH:26][c:27]([CH2:30][N:43]5[CH2:42][CH2:41][N:40]([C:33](=[O:34])[O:35][C:36]([CH3:37])([CH3:38])[CH3:39])[CH2:45][CH2:44]5)[cH:28][cH:29]3)[s:23]4)[cH:12][cH:13]2)[CH2:2][CH2:3]1. The reactants are N(C1=CC=CC=C1)C1=NC=C2C(=N1)N(C(N(C2)C2=C(C=C(C=C2)Cl)Cl)=O)C2=CC(=CC=C2)CCOS(=O)(=O)C (7-anilino-3-(2,4-dichlorophenyl)-3,4-dihydro-1-[3-(2-methanesulfonyloxyethyl)phenyl]-pyrimido[4,5-d]pyrimidin-2(1H)-one), N1CCOCC1 (morpholine). The solvent is C(C)O (ethanol). Product: N(C1=CC=CC=C1)C1=NC=C2C(=N1)N(C(N(C2)C2=C(C=C(C=C2)Cl)Cl)=O)C2=CC(=CC=C2)CCN2CCOCC2 (7-anilino-3-(2,4-dichlorophenyl)-3,4-dihydro-1-[3-(2-morpholinoethyl)phenyl]-pyrimido[4,5-d]pyrimidin-2(1H)-one). Isolated yield 45.0%. RXN SMILES: [NH:1]([C:8]1[N:13]=[C:12]2[N:14]([C:27]3[CH:32]=[CH:31][CH:30]=[C:29]([CH2:33][CH2:34]OS(C)(=O)=O)[CH:28]=3)[C:15](=[O:26])[N:16]([C:18]3[CH:23]=[CH:22][C:21]([Cl:24])=[CH:20][C:19]=3[Cl:25])[CH2:17][C:11]2=[CH:10][N:9]=1)[C:2]1[CH:7]=[CH:6][CH:5]=[CH:4][CH:3]=1.[NH:40]1[CH2:45][CH2:44][O:43][CH2:42][CH2:41]1>C(O)C>[NH:1]([C:8]1[N:13]=[C:12]2[N:14]([C:27]3[CH:32]=[CH:31][CH:30]=[C:29]([CH2:33][CH2:34][N:40]4[CH2:45][CH2:44][O:43][CH2:42][CH2:41]4)[CH:28]=3)[C:15](=[O:26])[N:16]([C:18]3[CH:23]=[CH:22][C:21]([Cl:24])=[CH:20][C:19]=3[Cl:25])[CH2:17][C:11]2=[CH:10][N:9]=1)[C:2]1[CH:7]=[CH:6][CH:5]=[CH:4][CH:3]=1. Reported procedure: A solution of 58 mg (0.1 mmol) of 7-anilino-3-(2,4-dichlorophenyl)-3,4-dihydro-1-[3-(2-methanesulfonyloxyethyl)phenyl]-pyrimido[4,5-d]pyrimidin-2(1H)-one (prepared in Example 74) and 0.5 ml of morpholine in 2 ml of ethanol was heated at 50° C. for 3 hours. The reaction mixture was evaporated and the crude material was purified by flash chromatography on silica gel, eluting with 5% methanol in dichloromethane. Product containing fractions were combined and evaporated to give 26 mg (45%) of 7-anil...